From a dataset of the Open Reaction Database (ORD), a public repository of structured organic reaction records. describe an organic reaction: reactants, conditions, products, and yield Reactants: C(C)NCC (diethylamine), N1=CC=CC=C1 (pyridine), C1=CC=C2C(=C1)C(=NS2(=O)=O)Cl (pseudosaccharine chloride). Run in C1(=CC=CC=C1)C (toluene), C1(=CC=CC=C1)C (toluene), C1(=CC=CC=C1)C (toluene). Conditions: time 30 minute. The product is C(C)N(C1=NS(C2=C1C=CC=C2)(=O)=O)CC (3-diethylaminobenzoisothiazole 1,1-dioxide). Yield: 85.5%. As a reaction SMILES: [CH:1]1[CH:6]=[C:5]2[C:7](Cl)=[N:8][S:9](=[O:11])(=[O:10])[C:4]2=[CH:3][CH:2]=1.[CH2:13]([NH:15][CH2:16][CH3:17])[CH3:14].N1C=CC=CC=1>C1(C)C=CC=CC=1>[CH2:13]([N:15]([CH2:16][CH3:17])[C:7]1[C:5]2[CH:6]=[CH:1][CH:2]=[CH:3][C:4]=2[S:9](=[O:11])(=[O:10])[N:8]=1)[CH3:14]. Procedure: 10.0 g of pseudosaccharine chloride are initially introduced in 150 ml of toluene. 3.7 g of diethylamine diluted with 25 ml of toluene are added dropwise at room temperature over the course of 30 minutes. After a further 30 minutes, 50 ml of pyridine in 25 ml of toluene are added and the mixture is subsequently stirred at room temperature for 2.5 hours. The solvent is then removed in vacuo and the residue is stirred up with 350 ml of water. The colorless precipitate is filtered off to give 10.1 ...